Dataset: the Open Reaction Database (ORD), a public repository of structured organic reaction records. Task: describe an organic reaction: reactants, conditions, products, and yield Reactants: IC1=NC=C(C(=N1)I)I (2,4,5-triiodopyrimidine), [S-]C#N.[K+] (potassium thiocyanate). Run in C(=O)O (formic acid). The product is IC1=NC=C(C(=N1)SC#N)I (2,5-diiodo-4-thiocyanopyrimidine). Yield: 84.7%. As a reaction SMILES: [I:1][C:2]1[N:7]=[C:6](I)[C:5]([I:9])=[CH:4][N:3]=1.[S-:10][C:11]#[N:12].[K+]>C(O)=O>[I:1][C:2]1[N:7]=[C:6]([S:10][C:11]#[N:12])[C:5]([I:9])=[CH:4][N:3]=1 |f:1.2|. Procedure: In 150 ml of formic acid, a reaction of 19.0 g of 2,4,5-triiodopyrimidine and 5.0 g of potassium thiocyanate was conducted at room temperature (20° C.) for 3 hours in a similar manner as Synthesis Example 1. Then, the reaction mixture was treated in a similar procedure as Synthesis Example 1, there was obtained a 84.7% yield of 2,5-diiodo-4-thiocyanopyrimidine, m.p. 183°-185° C. The reactants are NC=1SC(=C(N1)C(=O)N1[C@@H]([C@H]2C[C@H]2C1)CN)C1=CC(=CC=C1)F ([2-Amino-5-(3-fluoro-phenyl)-thiazol-4-yl]-((1S,2S,5R)-2-aminomethyl-3-aza-bicyclo[3.1.0]hex-3-yl)-methanone), O1CCC2=C1C(=CC=C2)C(=O)O (2,3-Dihydro-benzofuran-7-carboxylic acid). The product is NC=1SC(=C(N1)C(=O)N1[C@@H]([C@H]2C[C@H]2C1)CNC(=O)C1=CC=CC=2CCOC21)C2=CC(=CC=C2)F (2,3-Dihydro-benzofuran-7-carboxylic Acid{(1S,2S,5R)-3-[2-amino-5-(3-fluoro-phenyl)-thiazole-4-carbonyl]-3-aza-bicyclo[3.1.0]hex-2-ylmethyl}-amide). As a reaction SMILES: [NH2:1][C:2]1[S:3][C:4]([C:17]2[CH:22]=[CH:21][CH:20]=[C:19]([F:23])[CH:18]=2)=[C:5]([C:7]([N:9]2[CH2:14][C@H:13]3[C@H:11]([CH2:12]3)[C@H:10]2[CH2:15][NH2:16])=[O:8])[N:6]=1.[O:24]1[C:28]2[C:29]([C:33](O)=[O:34])=[CH:30][CH:31]=[CH:32][C:27]=2[CH2:26][CH2:25]1>>[NH2:1][C:2]1[S:3][C:4]([C:17]2[CH:22]=[CH:21][CH:20]=[C:19]([F:23])[CH:18]=2)=[C:5]([C:7]([N:9]2[CH2:14][C@H:13]3[C@H:11]([CH2:12]3)[C@H:10]2[CH2:15][NH:16][C:33]([C:29]2[C:28]3[O:24][CH2:25][CH2:26][C:27]=3[CH:32]=[CH:31][CH:30]=2)=[O:34])=[O:8])[N:6]=1. Procedure details: prepared by reaction of [2-Amino-5-(3-fluoro-phenyl)-thiazol-4-yl]-((1S,2S,5R)-2-aminomethyl-3-aza-bicyclo[3.1.0]hex-3-yl)-methanone with 2,3-Dihydro-benzofuran-7-carboxylic acid. LC-MS (basic): tR=0.77 min; [M+H]+=479.3. Starting materials: C=CCNC(=O)N1CC(c2ccc(C(C)(C)C)cc2)C1, FC(F)(F)c1ccc(C2CN(C(c3ccccc3)c3ccccc3)C2)cc1, CC(O)CN, O. Product: CC(O)CNC(=O)N1CC(c2ccc(C(F)(F)F)cc2)C1. As a reaction SMILES: [C:33]([c:34]1[cH:35][cH:36][c:37]([CH:38]2[CH2:39][N:40]([C:41]([NH:42][CH2:43][CH:44]=[CH2:45])=[O:48])[CH2:46]2)[cH:47][cH:49]1)([CH3:50])([CH3:51])[CH3:52].[F:1][C:2]([c:3]1[cH:4][cH:5][c:6]([CH:9]2[CH2:10][N:11]([CH:13]([c:14]3[cH:15][cH:16][cH:17][cH:18][cH:19]3)[c:20]3[cH:21][cH:22][cH:23][cH:24][cH:25]3)[CH2:12]2)[cH:7][cH:8]1)([F:26])[F:27].[NH2:28][CH2:29][CH:30]([CH3:31])[OH:32].[OH2:53]>>[F:1][C:2]([c:3]1[cH:4][cH:5][c:6]([CH:9]2[CH2:10][N:11]([C:13]([NH:28][CH2:29][CH:30]([CH3:31])[OH:32])=[O:48])[CH2:12]2)[cH:7][cH:8]1)([F:26])[F:27]. Reactants: O=c1[nH]nc(Cl)c2cc(Br)ccc12, CC(C)(C)[O-], CCOC(C)=O, NCc1cc(F)ccc1F, [Na+], O=C(C=Cc1ccccc1)C=Cc1ccccc1, O=C(C=Cc1ccccc1)C=Cc1ccccc1, O=C(C=Cc1ccccc1)C=Cc1ccccc1, [Pd], [Pd]. The product is O=c1[nH]nc(Cl)c2cc(NCc3cc(F)ccc3F)ccc12. RXN SMILES: [Br:1][c:2]1[cH:3][c:4]2[c:5]([Cl:13])[n:6][nH:7][c:8](=[O:12])[c:9]2[cH:10][cH:11]1.[CH3:24][C:25]([CH3:26])([O-:27])[CH3:28].[CH3:30][CH2:31][O:32][C:33]([CH3:34])=[O:35].[F:14][c:15]1[c:16]([CH2:17][NH2:18])[cH:19][c:20]([F:23])[cH:21][cH:22]1.[Na+:29].[O:38]=[C:39]([CH:40]=[CH:41][c:42]1[cH:43][cH:44][cH:45][cH:46][cH:47]1)[CH:48]=[CH:49][c:50]1[cH:51][cH:52][cH:53][cH:54][cH:55]1.[O:56]=[C:57]([CH:58]=[CH:59][c:60]1[cH:61][cH:62][cH:63][cH:64][cH:65]1)[CH:66]=[CH:67][c:68]1[cH:69][cH:70][cH:71][cH:72][cH:73]1.[O:74]=[C:75]([CH:76]=[CH:77][c:78]1[cH:79][cH:80][cH:81][cH:82][cH:83]1)[CH:84]=[CH:85][c:86]1[cH:87][cH:88][cH:89][cH:90][cH:91]1.[Pd:36].[Pd:37]>>[c:2]1([NH:18][CH2:17][c:16]2[c:15]([F:14])[cH:22][cH:21][c:20]([F:23])[cH:19]2)[cH:3][c:4]2[c:5]([Cl:13])[n:6][nH:7][c:8](=[O:12])[c:9]2[cH:10][cH:11]1.